Dataset: the Open Reaction Database (ORD), a public repository of structured organic reaction records. Task: describe an organic reaction: reactants, conditions, products, and yield Product: C(=O)(OCC1=CC=CC=C1)N[C@@H](C)C(=O)NCC(=O)[C@H]1[C@@](O[C@@H]([C@H]([C@@H]1O)O)CO)(N(C(CCCCCCCCCCC)=O)CCCCCCCCCCCC)N (N-[2-(N-Carbobenzoxy-L-alanyl-glycyl)-amino-2-deoxy-β-D-glucopyranosyl]-N-dodecyl-dodecanamide). RXN SMILES: [NH2:1][CH2:2][C:3]([C@@H:5]1[C@@H:10]([OH:11])[C@H:9]([OH:12])[C@@H:8]([CH2:13][OH:14])[O:7][C@@:6]1([NH2:41])[N:15]([CH2:29][CH2:30][CH2:31][CH2:32][CH2:33][CH2:34][CH2:35][CH2:36][CH2:37][CH2:38][CH2:39][CH3:40])[C:16](=[O:28])[CH2:17][CH2:18][CH2:19][CH2:20][CH2:21][CH2:22][CH2:23][CH2:24][CH2:25][CH2:26][CH3:27])=[O:4].[C:42]([NH:52][C@H:53]([C:55](O)=[O:56])[CH3:54])([O:44][CH2:45][C:46]1[CH:51]=[CH:50][CH:49]=[CH:48][CH:47]=1)=[O:43]>>[C:42]([NH:52][C@H:53]([C:55]([NH:1][CH2:2][C:3]([C@@H:5]1[C@@H:10]([OH:11])[C@H:9]([OH:12])[C@@H:8]([CH2:13][OH:14])[O:7][C@@:6]1([NH2:41])[N:15]([CH2:29][CH2:30][CH2:31][CH2:32][CH2:33][CH2:34][CH2:35][CH2:36][CH2:37][CH2:38][CH2:39][CH3:40])[C:16](=[O:28])[CH2:17][CH2:18][CH2:19][CH2:20][CH2:21][CH2:22][CH2:23][CH2:24][CH2:25][CH2:26][CH3:27])=[O:4])=[O:56])[CH3:54])([O:44][CH2:45][C:46]1[CH:51]=[CH:50][CH:49]=[CH:48][CH:47]=1)=[O:43]. Starting materials: NCC(=O)[C@H]1[C@@](O[C@@H]([C@H]([C@@H]1O)O)CO)(N(C(CCCCCCCCCCC)=O)CCCCCCCCCCCC)N (N-(2-glycyl-amino-2-deoxy-β-D-glucopyranosyl)-N-dodecyl-dodecanamide), C(=O)(OCC1=CC=CC=C1)N[C@@H](C)C(=O)O (N-carbobenzoxy-L-alanine). Reported procedure: from N-(2-glycyl-amino-2-deoxy-β-D-glucopyranosyl)-N-dodecyl-dodecanamide and N-carbobenzoxy-L-alanine. The reactants are COC(=O)c1cc(Br)cc(-c2ccccn2)c1, C=C(B1OC(C)(C)C(C)(C)O1)c1ccccc1, COCCOC, [K+], [K+], O=C([O-])[O-], O, c1ccc(P(c2ccccc2)(c2ccccc2)[Pd](P(c2ccccc2)(c2ccccc2)c2ccccc2)(P(c2ccccc2)(c2ccccc2)c2ccccc2)P(c2ccccc2)(c2ccccc2)c2ccccc2)cc1. The product is C=C(c1ccccc1)c1cc(C(=O)OC)cc(-c2ccccn2)c1. As a reaction SMILES: [Br:1][c:2]1[cH:3][c:4]([C:5](=[O:6])[O:7][CH3:8])[cH:9][c:10](-[c:12]2[n:13][cH:14][cH:15][cH:16][cH:17]2)[cH:11]1.[CH3:18][C:19]1([CH3:20])[C:21]([CH3:22])([CH3:23])[O:24][B:25]([C:26](=[CH2:27])[c:28]2[cH:29][cH:30][cH:31][cH:32][cH:33]2)[O:34]1.[CH3:42][O:43][CH2:44][CH2:45][O:46][CH3:47].[K+:35].[K+:36].[O-:37][C:38]([O-:39])=[O:40].[OH2:41].[cH:48]1[cH:49][cH:50][c:51]([P:52]([Pd:53]([P:54]([c:55]2[cH:56][cH:57][cH:58][cH:59][cH:60]2)([c:61]2[cH:62][cH:63][cH:64][cH:65][cH:66]2)[c:67]2[cH:68][cH:69][cH:70][cH:71][cH:72]2)([P:73]([c:74]2[cH:75][cH:76][cH:77][cH:78][cH:79]2)([c:80]2[cH:81][cH:82][cH:83][cH:84][cH:85]2)[c:86]2[cH:87][cH:88][cH:89][cH:90][cH:91]2)[P:92]([c:93]2[cH:94][cH:95][cH:96][cH:97][cH:98]2)([c:99]2[cH:100][cH:101][cH:102][cH:103][cH:104]2)[c:105]2[cH:106][cH:107][cH:108][cH:109][cH:110]2)([c:111]2[cH:112][cH:113][cH:114][cH:115][cH:116]2)[c:117]2[cH:118][cH:119][cH:120][cH:121][cH:122]2)[cH:123][cH:124]1>>[c:2]1([C:26](=[CH2:27])[c:28]2[cH:29][cH:30][cH:31][cH:32][cH:33]2)[cH:3][c:4]([C:5](=[O:6])[O:7][CH3:8])[cH:9][c:10](-[c:12]2[n:13][cH:14][cH:15][cH:16][cH:17]2)[cH:11]1.